This data is from the Open Reaction Database (ORD), a public repository of structured organic reaction records. The task is: describe an organic reaction: reactants, conditions, products, and yield Starting materials: C=1C=CC(=CC1)OC=2C(=CC(=CC2S(=O)(=O)N)C(=O)O)N3CCCC3 (piretanide), C(C1=CC=CC=C1)Cl (benzyl chloride). Run in CN(C)C=O (DMF). The product is NS(=O)(=O)C=1C=C(C(=O)OCC2=CC=CC=C2)C=C(C1OC1=CC=CC=C1)N1CCCC1 (benzyl 3-aminosulfonyl-4-phenoxy-5-(1-pyrrolidinyl)benzoate). Reaction SMILES: [CH:1]1[CH:2]=[CH:3][C:4]([O:7][C:8]2[C:9]([N:21]3[CH2:25][CH2:24][CH2:23][CH2:22]3)=[CH:10][C:11]([C:18]([OH:20])=[O:19])=[CH:12][C:13]=2[S:14]([NH2:17])(=[O:16])=[O:15])=[CH:5][CH:6]=1.[CH2:26](Cl)[C:27]1[CH:32]=[CH:31][CH:30]=[CH:29][CH:28]=1>CN(C=O)C>[NH2:17][S:14]([C:13]1[CH:12]=[C:11]([CH:10]=[C:9]([N:21]2[CH2:22][CH2:23][CH2:24][CH2:25]2)[C:8]=1[O:7][C:4]1[CH:5]=[CH:6][CH:1]=[CH:2][CH:3]=1)[C:18]([O:20][CH2:26][C:27]1[CH:32]=[CH:31][CH:30]=[CH:29][CH:28]=1)=[O:19])(=[O:16])=[O:15]. Reported procedure: In a similar manner to Example 3, piretanide can be reacted with benzyl chloride in DMF to yield benzyl 3-aminosulfonyl-4-phenoxy-5-(1-pyrrolidinyl)benzoate. The reactants are COC(=O)CCn1cc(Cc2cccnc2)c2cc(CCC(=O)OC(C)(C)C)ccc21, ClCCl, O=C(O)C(F)(F)F. The product is COC(=O)CCn1cc(Cc2cccnc2)c2cc(CCC(=O)O)ccc21. As a reaction SMILES: [CH3:8][O:9][C:10](=[O:11])[CH2:12][CH2:13][n:14]1[cH:15][c:16]([CH2:32][c:33]2[cH:34][n:35][cH:36][cH:37][cH:38]2)[c:17]2[cH:18][c:19]([CH2:23][CH2:24][C:25](=[O:26])[O:27][C:28]([CH3:29])([CH3:30])[CH3:31])[cH:20][cH:21][c:22]12.[Cl:39][CH2:40][Cl:41].[OH:1][C:2]([C:3]([F:4])([F:5])[F:6])=[O:7]>>[CH3:8][O:9][C:10](=[O:11])[CH2:12][CH2:13][n:14]1[cH:15][c:16]([CH2:32][c:33]2[cH:34][n:35][cH:36][cH:37][cH:38]2)[c:17]2[cH:18][c:19]([CH2:23][CH2:24][C:25](=[O:26])[OH:27])[cH:20][cH:21][c:22]12. Starting materials: ClC1=C(C2=C(CCN(CC2)C(C(F)(F)F)=O)C=C1)OS(=O)(=O)C(F)(F)F (7-chloro-3-(2,2,2-trifluoroacetyl)-6-trifluoromethanesulfonyloxy-2,3,4,5-tetrahydro-1H-benzo[d]azepine), C1(=CC=CC=C1)C1CNC1 (3-phenylazetidine), C=1C=CC(=CC1)P(C=2C=CC=CC2)C3=CC=C4C=CC=CC4=C3C5=C6C=CC=CC6=CC=C5P(C=7C=CC=CC7)C=8C=CC=CC8 (BINAP), C([O-])([O-])=O.[Cs+].[Cs+] (cesium carbonate). Reagents/catalysts: C(C)(=O)[O-].[Pd+2].C(C)(=O)[O-] (palladium (II) acetate), C=1C=CC(=CC1)/C=C/C(=O)/C=C/C2=CC=CC=C2.C=1C=CC(=CC1)/C=C/C(=O)/C=C/C2=CC=CC=C2.C=1C=CC(=CC1)/C=C/C(=O)/C=C/C2=CC=CC=C2.[Pd].[Pd] (tris(dibenzylideneacetone)dipalladium(0)). The solvent is C1(=CC=CC=C1)C (toluene). Reaction conditions: temperature 95 celsius. Yields the product ClC1=C(C2=C(CCN(CC2)C(C(F)(F)F)=O)C=C1)N1CC(C1)C1=CC=CC=C1 (7-Chloro-6-(3-phenylazetidin-1-yl)-3-(2,2,2-trifluoroacetyl)-2,3,4,5-tetrahydro-1H-benzo[d]azepine). Isolated yield 35.0%. As a reaction SMILES: [Cl:1][C:2]1[CH:18]=[CH:17][C:5]2[CH2:6][CH2:7][N:8]([C:11](=[O:16])[C:12]([F:15])([F:14])[F:13])[CH2:9][CH2:10][C:4]=2[C:3]=1OS(C(F)(F)F)(=O)=O.[C:27]1([CH:33]2[CH2:36][NH:35][CH2:34]2)[CH:32]=[CH:31][CH:30]=[CH:29][CH:28]=1.C1C=CC(P(C2C(C3C(P(C4C=CC=CC=4)C4C=CC=CC=4)=CC=C4C=3C=CC=C4)=C3C(C=CC=C3)=CC=2)C2C=CC=CC=2)=CC=1.C(=O)([O-])[O-].[Cs+].[Cs+]>C([O-])(=O)C.[Pd+2].C([O-])(=O)C.C1C=CC(/C=C/C(/C=C/C2C=CC=CC=2)=O)=CC=1.C1C=CC(/C=C/C(/C=C/C2C=CC=CC=2)=O)=CC=1.C1C=CC(/C=C/C(/C=C/C2C=CC=CC=2)=O)=CC=1.[Pd].[Pd].C1(C)C=CC=CC=1>[Cl:1][C:2]1[CH:18]=[CH:17][C:5]2[CH2:6][CH2:7][N:8]([C:11](=[O:16])[C:12]([F:15])([F:14])[F:13])[CH2:9][CH2:10][C:4]=2[C:3]=1[N:35]1[CH2:36][CH:33]([C:27]2[CH:32]=[CH:31][CH:30]=[CH:29][CH:28]=2)[CH2:34]1 |f:3.4.5,6.7.8,9.10.11.12.13|. Procedure: Use 7-chloro-3-(2,2,2-trifluoroacetyl)-6-trifluoromethanesulfonyloxy-2,3,4,5-tetrahydro-1H-benzo[d]azepine (prepared essentially as described in Preparation 1) (183 mg, 0.43 mmol), 3-phenylazetidine (75.2 mg, 0.56 mmol), palladium (II) acetate) (9.0 mg, 0.04 mmol), tris(dibenzylideneacetone)dipalladium(0) (37 mg, 0.04 mmol), BINAP (racemic, 37 mg, 0.06 mmol), cesium carbonate (195 mg, 0.6 mmol), anhydrous toluene (10 mL) and degas and fill with nitrogen (3 times). Seal the system with septum and... The reactants are CCc1oc2ccccc2c1-c1nc(N2CCOCC2)c2nc(C=O)n(C)c2n1, CC(C)(O)C1CCNCC1. The product is CCc1oc2ccccc2c1-c1nc(N2CCOCC2)c2nc(CN3CCC(C(C)(C)O)CC3)n(C)c2n1. Reaction SMILES: [CH2:1]([CH3:2])[c:3]1[o:4][c:5]2[c:6]([c:7]1-[c:8]1[n:9][c:10]([N:20]3[CH2:21][CH2:22][O:23][CH2:24][CH2:25]3)[c:11]3[n:12][c:13]([CH:18]=[O:19])[n:14]([CH3:17])[c:15]3[n:16]1)[cH:26][cH:27][cH:28][cH:29]2.[NH:30]1[CH2:31][CH2:32][CH:33]([C:36]([CH3:37])([CH3:38])[OH:39])[CH2:34][CH2:35]1>>[CH2:1]([CH3:2])[c:3]1[o:4][c:5]2[c:6]([c:7]1-[c:8]1[n:9][c:10]([N:20]3[CH2:21][CH2:22][O:23][CH2:24][CH2:25]3)[c:11]3[n:12][c:13]([CH2:18][N:30]4[CH2:31][CH2:32][CH:33]([C:36]([CH3:37])([CH3:38])[OH:39])[CH2:34][CH2:35]4)[n:14]([CH3:17])[c:15]3[n:16]1)[cH:26][cH:27][cH:28][cH:29]2. Starting materials: OS(=O)[O-].[Na+] (NaHSO3), C[C@@H](C(=O)N1C(OC[C@@H]1C1=CC=CC=C1)=O)[C@@H](CC)C ((2R,3R,4S)-3-(2,3-dimethyl-pentanoyl)-4-phenyl-oxazolidin-2-one), O[Li].O (LiOH—H2O), OO (H2O2). The solvent is CCCCCC (hexane), O1CCCC1 (tetrahydrofuran), O (water). Reaction conditions: temperature 15 celsius. Yields the product C[C@@H](C(=O)O)[C@@H](CC)C ((2R,3R)-2,3-Dimethyl-pentanoic acid). Reaction SMILES: [CH3:1][C@H:2]([C@H:17]([CH3:20])[CH2:18][CH3:19])[C:3](N1[C@@H](C2C=CC=CC=2)COC1=O)=[O:4].O[Li].O.OO.[OH:26]S([O-])=O.[Na+]>CCCCCC.O.O1CCCC1>[CH3:1][C@H:2]([C@H:17]([CH3:20])[CH2:18][CH3:19])[C:3]([OH:4])=[O:26] |f:1.2,4.5|. Reported procedure: A 20 L jacketed flask was fit with a gas inlet. A nitrogen purge was begun over the reactor and maintained throughout the process. To the flask was charged 450 g (1.634 mol) of (2R,3R,4S)-3-(2,3-dimethyl-pentanoyl)-4-phenyl-oxazolidin-2-one and 3.375 L tetrahydrofuran. The contents of the reactor were stirred at 15° C. In a separate 3 L round bottom flask, placed in an ice bath, was charged 500 mL of water, 137 g (3.269 mol) of LiOH—H2O and 942 mL (9.81 mol) of 30% wt/wt H2O2. The contents of th...